Dataset: the Open Reaction Database (ORD), a public repository of structured organic reaction records. Task: describe an organic reaction: reactants, conditions, products, and yield Starting materials: COc1cc2ncnc(Nc3cccc(Cl)c3F)c2cc1OC(C)=O, CC(=O)O, CO, Cl, [Na+], [OH-], O. Yields the product COc1cc2ncnc(Nc3cccc(Cl)c3F)c2cc1O. As a reaction SMILES: [C:2](=[O:3])([CH3:4])[O:5][c:6]1[cH:7][c:8]2[c:9]([NH:18][c:19]3[c:20]([F:26])[c:21]([Cl:25])[cH:22][cH:23][cH:24]3)[n:10][cH:11][n:12][c:13]2[cH:14][c:15]1[O:16][CH3:17].[CH3:30][C:31](=[O:32])[OH:33].[CH3:34][OH:35].[ClH:1].[Na+:29].[OH-:28].[OH2:27]>>[OH:5][c:6]1[cH:7][c:8]2[c:9]([NH:18][c:19]3[c:20]([F:26])[c:21]([Cl:25])[cH:22][cH:23][cH:24]3)[n:10][cH:11][n:12][c:13]2[cH:14][c:15]1[O:16][CH3:17]. Starting materials: N1=C(C=CC=C1)CNC(C1=CC(=C(C=C1)NC(C)=O)[N+](=O)[O-])=O (N-(2-pyridylmethyl)-4-acetylamino-3-nitrobenzamide), C(C)(=O)O (acetic acid), [H][H] (hydrogen). Reagents/catalysts: [Pd] (palladium on carbon). Run in C(C)O (ethanol). The product is CC=1NC2=C(N1)C=CC(=C2)C(NCC2=NC=CC=C2)=O (2-methyl-5-[(2-pyridylmethyl)carbamoyl]-benzimidazole). Isolated yield 67.3%. As a reaction SMILES: [N:1]1[CH:6]=[CH:5][CH:4]=[CH:3][C:2]=1[CH2:7][NH:8][C:9](=[O:23])[C:10]1[CH:15]=[CH:14][C:13]([NH:16][C:17](=O)[CH3:18])=[C:12]([N+:20]([O-])=O)[CH:11]=1.C(O)(=O)C.[H][H]>[Pd].C(O)C>[CH3:18][C:17]1[NH:20][C:12]2[CH:11]=[C:10]([C:9](=[O:23])[NH:8][CH2:7][C:2]3[CH:3]=[CH:4][CH:5]=[CH:6][N:1]=3)[CH:15]=[CH:14][C:13]=2[N:16]=1. Reported procedure: Five-percent palladium on carbon (0.10 g) was added to a mixture of 1.00 g of crude N-(2-pyridylmethyl)-4-acetylamino-3-nitrobenzamide, 8 ml of acetic acid and 12 ml of ethanol, and the solution was stirred in a hydrogen atmosphere at 80° C. for 7 hours. The solid material was separated through filtration, and the filtrate was concentrated. Ethyl acetate was added to the residue for crystallization. The crystals were separated through filtration, and were dried to give 0.57 g of 2-methyl-5-[(2-p... Reactants: CC(=O)Nc1nc2ccc(Oc3ccc(F)c(N(C(=O)[O-])C(C)(C)C)c3)nc2s1, O=C(O)C(F)(F)F. Product: CC(=O)Nc1nc2ccc(Oc3ccc(F)c(N)c3)nc2s1. As a reaction SMILES: [C:1]([N:5]([C:2](=[O:3])[O-:4])[c:9]1[c:10]([F:29])[cH:11][cH:12][c:13]([O:15][c:16]2[cH:17][cH:18][c:19]3[c:20]([n:21]2)[s:22][c:23]([NH:25][C:26]([CH3:27])=[O:28])[n:24]3)[cH:14]1)([CH3:6])([CH3:7])[CH3:8].[OH:30][C:31]([C:32]([F:33])([F:34])[F:35])=[O:36]>>[NH2:5][c:9]1[c:10]([F:29])[cH:11][cH:12][c:13]([O:15][c:16]2[cH:17][cH:18][c:19]3[c:20]([n:21]2)[s:22][c:23]([NH:25][C:26]([CH3:27])=[O:28])[n:24]3)[cH:14]1. The reactants are C(C)(C)(C)C1=CC(=C(C=C1)C=1N([C@@H]([C@@H](N1)C1=CC=C(C=C1)Cl)C1=CC=C(C=C1)Cl)C(=O)Cl)OCC ((4S,5R)-2-(4-tert-butyl-2-ethoxy-phenyl)-4,5-bis-(4-chloro-phenyl)-4,5-dihydro-imidazole-1-carbonyl chloride), N1(CCCCC1)C1CCNCC1 (4-piperidinopiperidine). Product: N1(CCCCC1)C1CCN(CC1)C(=O)N1C(=N[C@H]([C@H]1C1=CC=C(C=C1)Cl)C1=CC=C(C=C1)Cl)C1=C(C=C(C=C1)C(C)(C)C)OCC ([1,4′]Bipiperidinyl-1′-yl-[(4S,5R)-2-(4-tert-butyl-2-ethoxy-phenyl)-4,5-bis-(4-chloro-phenyl)-4,5-dihydro-imidazol-1-yl]-methanone). As a reaction SMILES: [C:1]([C:5]1[CH:10]=[CH:9][C:8]([C:11]2[N:12]([C:30](Cl)=[O:31])[C@H:13]([C:23]3[CH:28]=[CH:27][C:26]([Cl:29])=[CH:25][CH:24]=3)[C@H:14]([C:16]3[CH:21]=[CH:20][C:19]([Cl:22])=[CH:18][CH:17]=3)[N:15]=2)=[C:7]([O:33][CH2:34][CH3:35])[CH:6]=1)([CH3:4])([CH3:3])[CH3:2].[N:36]1([CH:42]2[CH2:47][CH2:46][NH:45][CH2:44][CH2:43]2)[CH2:41][CH2:40][CH2:39][CH2:38][CH2:37]1>>[N:36]1([CH:42]2[CH2:47][CH2:46][N:45]([C:30]([N:12]3[C@H:13]([C:23]4[CH:28]=[CH:27][C:26]([Cl:29])=[CH:25][CH:24]=4)[C@H:14]([C:16]4[CH:17]=[CH:18][C:19]([Cl:22])=[CH:20][CH:21]=4)[N:15]=[C:11]3[C:8]3[CH:9]=[CH:10][C:5]([C:1]([CH3:3])([CH3:4])[CH3:2])=[CH:6][C:7]=3[O:33][CH2:34][CH3:35])=[O:31])[CH2:44][CH2:43]2)[CH2:41][CH2:40][CH2:39][CH2:38][CH2:37]1. Procedure: [1,4′]Bipiperidinyl-1′-yl-[(4S,5R)-2-(4-tert-butyl-2-ethoxy-phenyl)-4,5-bis-(4-chloro-phenyl)-4,5-dihydro-imidazol-1-yl]-methanone was prepared from (4S,5R)-2-(4-tert-butyl-2-ethoxy-phenyl)-4,5-bis-(4-chloro-phenyl)-4,5-dihydro-imidazole-1-carbonyl chloride (example 11) and 4-piperidinopiperidine (Aldrich) in an analogous manner as described in example 25. HR-MS (ES, m/z): observed 661.3071, calculated for C38H47Cl2N4O3 [(M+H)+] 661.3071. Reactants: Cl.O1CCOCC1 (hydrogen chloride dioxane), C(C)(C)(C)OC(=O)N1CCN(CC1)C1=C(C=C(C(=C1)C)C)C (4-(2,4,5-trimethylphenyl)piperazine-1-carboxylic acid tert-butyl ester), C(C)OCC (Diethyl ether). The solvent is ClCCl (dichloromethane). Reaction conditions: time 3 hour. The product is CC1=C(C=C(C(=C1)C)C)N1CCNCC1 (1-(2,4,5-trimethylphenyl)piperazine). Yield: 89.6%. As a reaction SMILES: C(OC([N:8]1[CH2:13][CH2:12][N:11]([C:14]2[CH:19]=[C:18]([CH3:20])[C:17]([CH3:21])=[CH:16][C:15]=2[CH3:22])[CH2:10][CH2:9]1)=O)(C)(C)C.Cl.O1CCOCC1.C(OCC)C>ClCCl>[CH3:22][C:15]1[CH:16]=[C:17]([CH3:21])[C:18]([CH3:20])=[CH:19][C:14]=1[N:11]1[CH2:10][CH2:9][NH:8][CH2:13][CH2:12]1 |f:1.2|. Reported procedure: To a mixture of 1-Boc-piperazine (1.39 g), 1-bromo-2,4,5-trimethylbenzene (1 g), tris(dibenzylideneacetone)dipalladium (0) (257 mg), rac-2,2′-bis(diphenylphosphino)-1,1′-binaphthyl (481 mg) and sodium tert-butoxide (669 mg) was added toluene (10 mL), and the mixture was refluxed for 3 hr. After cooling, water was added to the reaction mixture, and the mixture was extracted with ethyl acetate. The organic layer was washed with saturated brine, and the solvent was evaporated. The residue was purif...